From a dataset of the Open Reaction Database (ORD), a public repository of structured organic reaction records. describe an organic reaction: reactants, conditions, products, and yield Starting materials: Cl (hydrochloric acid), FC=1C=C2NC=C(CCN)C2=CC1 (6-Fluorotryptamine), Cl.C(C)(=O)OCC (hydrochloric acid ethyl acetate), [OH-].[Na+] (sodium hydroxide), Cl (hydrochloric acid). Solvent: O1CCCC1 (tetrahydrofuran), O (Water). Product: FC1=CC=C2C=3CCNCC3NC2=C1 (7-fluoro-2,3,4,9-tetrahydro-1H-β-carboline). Yield: 68.0%. As a reaction SMILES: [F:1][C:2]1[CH:3]=[C:4]2[C:11](=[CH:12][CH:13]=1)[C:7]([CH2:8][CH2:9][NH2:10])=[CH:6][NH:5]2.Cl.[C:15](OCC)(=O)C.Cl.[OH-].[Na+]>O1CCCC1.O>[F:1][C:2]1[CH:3]=[C:4]2[C:11]([C:7]3[CH2:8][CH2:9][NH:10][CH2:15][C:6]=3[NH:5]2)=[CH:12][CH:13]=1 |f:1.2,4.5|. Reported procedure: 6-Fluorotryptamine (0.71 g) was dissolved in tetrahydrofuran (30 ml), a 4N hydrochloric acid-ethyl acetate solution (1.2 ml) was added dropwise, and the mixture was stirred at room temperature. The solvent was evaporated under reduced pressure. Glyoxylic acid monohydrate (Aldrich Co., 403 mg), a 1N potassium hydroxide solution (3.98 ml) and water (80 ml) were added to the obtained residue, and the mixture was stirred with heating at 80° C. for 1.5 hr. After ice-cooling, the precipitate was colle... Reactants: CO, ClCCl, [H][H], CCCn1c(=O)c2[nH]c(C34CCC(C=CC#N)(CC3)CC4)nc2n(CCC)c1=O. Yields the product CCCn1c(=O)c2[nH]c(C34CCC(CCC#N)(CC3)CC4)nc2n(CCC)c1=O. Reaction SMILES: [CH3:32][OH:33].[Cl:34][CH2:35][Cl:36].[H:30][H:31].[O:1]=[c:2]1[n:3]([CH2:27][CH2:28][CH3:29])[c:4](=[O:26])[c:5]2[nH:6][c:7]([C:14]34[CH2:15][CH2:16][C:17]([CH:22]=[CH:23][C:24]#[N:25])([CH2:18][CH2:19]3)[CH2:20][CH2:21]4)[n:8][c:9]2[n:10]1[CH2:11][CH2:12][CH3:13]>>[O:1]=[c:2]1[n:3]([CH2:27][CH2:28][CH3:29])[c:4](=[O:26])[c:5]2[nH:6][c:7]([C:14]34[CH2:15][CH2:16][C:17]([CH2:22][CH2:23][C:24]#[N:25])([CH2:18][CH2:19]3)[CH2:20][CH2:21]4)[n:8][c:9]2[n:10]1[CH2:11][CH2:12][CH3:13]. Starting materials: COC(=O)C=1C=NC(=C(C1)Br)Cl (5-bromo-6-chloro-3-pyridinecarboxylic acid methyl ester), N[C@H]1[C@@H](CCCC1)O ((1R,2R)-2-amino-cyclohexanol), ClC1=CC=C(C=C1)B(O)O (4-chlorophenyl-boronic acid), C[C@H](CC)O ((R)-(−)-2-butanol). Yields the product [C@@H](C)(CC)OC1=NC=C(C(=O)N[C@H]2[C@@H](CCCC2)O)C=C1C1=CC=C(C=C1)Cl (6-((R)-sec-Butoxy)-5-(4-chloro-phenyl)-N-((1R,2R)-2-hydroxy-cyclohexyl)-nicotinamide). RXN SMILES: CO[C:3]([C:5]1[CH:6]=[N:7][C:8](Cl)=[C:9](Br)[CH:10]=1)=[O:4].[Cl:13][C:14]1[CH:19]=[CH:18][C:17](B(O)O)=[CH:16][CH:15]=1.[CH3:23][C@@H:24]([OH:27])[CH2:25][CH3:26].[NH2:28][C@@H:29]1[CH2:34][CH2:33][CH2:32][CH2:31][C@H:30]1[OH:35]>>[C@H:24]([O:27][C:8]1[C:9]([C:17]2[CH:18]=[CH:19][C:14]([Cl:13])=[CH:15][CH:16]=2)=[CH:10][C:5]([C:3]([NH:28][C@@H:29]2[CH2:34][CH2:33][CH2:32][CH2:31][C@H:30]2[OH:35])=[O:4])=[CH:6][N:7]=1)([CH2:25][CH3:26])[CH3:23]. Procedure details: The title compound was synthesized in analogy to the procedure described for the preparation of Example 5, using 5-bromo-6-chloro-3-pyridinecarboxylic acid methyl ester, 4-chlorophenyl-boronic acid (commercially available), (R)-(−)-2-butanol (commercially available), and (1R,2R)-2-amino-cyclohexanol (commercially available) as starting materials. MS (ISP): 403.5 (MH+). The product is C#Cc1cnc2c(C)cc(OC(SC)C(=O)NC(C)(C#C)COC)cc2c1. Reactants: C#Cc1cnc2c(C)cc(OC(SC)C(=O)NC(C)(C=O)COC)cc2c1, COP(=O)(OC)C(=[N+]=[N-])C(C)=O, CO, CCOC(C)=O, [K+], [K+], O=C([O-])[O-]. As a reaction SMILES: [C:13](#[CH:14])[c:15]1[cH:16][n:17][c:18]2[c:19]([CH3:39])[cH:20][c:21]([O:25][CH:26]([C:27](=[O:28])[NH:29][C:30]([CH:31]=[O:32])([CH3:33])[CH2:34][O:35][CH3:36])[S:37][CH3:38])[cH:22][c:23]2[cH:24]1.[CH3:1][O:2][P:3]([C:4](=[N+:5]=[N-:6])[C:7](=[O:8])[CH3:9])(=[O:10])[O:11][CH3:12].[CH3:46][OH:47].[CH3:48][CH2:49][O:50][C:51](=[O:52])[CH3:53].[K+:40].[K+:41].[O-:42][C:43]([O-:44])=[O:45]>>[CH:1]#[C:31][C:30]([NH:29][C:27]([CH:26]([O:25][c:21]1[cH:20][c:19]([CH3:39])[c:18]2[n:17][cH:16][c:15]([C:13]#[CH:14])[cH:24][c:23]2[cH:22]1)[S:37][CH3:38])=[O:28])([CH3:33])[CH2:34][O:35][CH3:36]. The reactants are CC(C)(C)OC(=O)N1CCC=CCC1, O=C(OO)c1cccc(Cl)c1, ClCCl. The product is CC(C)(C)OC(=O)N1CCC2OC2CC1. RXN SMILES: [C:1]([CH3:2])([CH3:3])([CH3:4])[O:5][C:6](=[O:7])[N:8]1[CH2:9][CH2:10][CH:11]=[CH:12][CH2:13][CH2:14]1.[Cl:15][c:16]1[cH:17][cH:18][cH:19][c:20]([C:21]([O:22][OH:24])=[O:23])[cH:25]1.[Cl:26][CH2:27][Cl:28]>>[C:1]([CH3:2])([CH3:3])([CH3:4])[O:5][C:6](=[O:7])[N:8]1[CH2:9][CH2:10][CH:11]2[CH:12]([CH2:13][CH2:14]1)[O:23]2.